The task is: describe an organic reaction: reactants, conditions, products, and yield. This data is from the Open Reaction Database (ORD), a public repository of structured organic reaction records. Procedure details: reacting an iodolactone of the formula ##STR60## with thionyl chloride and treating with ammonia to yield a primary amide of the formula ##STR61## treating the primary amide with hydroxy (tosyloxy) iodobenzene to yield a p-toluenesulfonic acid salt of the formula ##STR62## tosylating the p-toluenesulfonic acid salt with toluenesulfonyl chloride in pyridine to yield a tosylamine of the formula ##STR63## treating the tosylamine with zinc in acetic acid to yield a norbornene carboxylic acid of the ... Reactants: C1(=CC=C(C=C1)S(=O)(=O)O)C (p-toluenesulfonic acid), C=1(C(=CC=CC1)S(=O)(=O)Cl)C (toluenesulfonyl chloride), N1=CC=CC=C1 (pyridine). Reaction SMILES: [C:1]1([CH3:11])[CH:6]=[CH:5][C:4]([S:7](O)(=[O:9])=[O:8])=[CH:3][CH:2]=1.C1(C)C(S(Cl)(=O)=O)=CC=CC=1.[N:23]1C=CC=CC=1>>[S:7]([NH2:23])([C:4]1[CH:5]=[CH:6][C:1]([CH3:11])=[CH:2][CH:3]=1)(=[O:9])=[O:8]. The product is S(=O)(=O)(C1=CC=C(C)C=C1)N (tosylamine). Starting materials: C(CCCCCCCCCCCCC)OC1=CC=C(S1)C(=O)O (5-tetradecyloxy-2-thiophene carboxylic acid), C([O-])([O-])=O.[K+].[K+] (potassium carbonate), CN(C=O)C (dimethylformamide), C(C)I (ethyl iodide). Run in O (water). Conditions: temperature 50 celsius, time 8 hour. Product: C(C)OC(=O)C=1SC(=CC1)OCCCCCCCCCCCCCC (5-tetradecyloxy-2-thiophenecarboxylic acid ethyl ester). As a reaction SMILES: [CH2:1]([O:15][C:16]1[S:20][C:19]([C:21]([OH:23])=[O:22])=[CH:18][CH:17]=1)[CH2:2][CH2:3][CH2:4][CH2:5][CH2:6][CH2:7][CH2:8][CH2:9][CH2:10][CH2:11][CH2:12][CH2:13][CH3:14].C(=O)([O-])[O-].[K+].[K+].CN(C)C=O.[CH2:35](I)[CH3:36]>O>[CH2:35]([O:22][C:21]([C:19]1[S:20][C:16]([O:15][CH2:1][CH2:2][CH2:3][CH2:4][CH2:5][CH2:6][CH2:7][CH2:8][CH2:9][CH2:10][CH2:11][CH2:12][CH2:13][CH3:14])=[CH:17][CH:18]=1)=[O:23])[CH3:36] |f:1.2.3|. Reported procedure: A mixture of 10.6 g (0.031 mole) of 5-tetradecyloxy-2-thiophene carboxylic acid, 4.3 g (0.034 mole) of potassium carbonate, and dimethylformamide is stirred at room temperature after which 15.6 g (0.10 mole) of ethyl iodide is added. The mixture is heated at 50° C with stirring overnight and poured into water and extracted with the ether. The ether layer is washed with water and salt water and then dried over sodium sulfate, filtered, and the ether is distilled off to give 5-tetradecyloxy-2-thio...